describe an organic reaction: reactants, conditions, products, and yield From a dataset of the Open Reaction Database (ORD), a public repository of structured organic reaction records. The reactants are C(C)OC(C(CC1=CC(=C(C=C1)O)F)OCC)=O ([rac]-2-ethoxy-3-(3-fluoro-4-hydroxy-phenyl)-propionic acid ethyl ester), C([O-])([O-])=O.[Cs+].[Cs+] (cesium carbonate), ClCC=1N=C(SC1)C1=CC=C(C=C1)C (4-chloromethyl-2-p-tolyl-thiazole), CC1=C(C(=S)N)C=CC=C1 (methyl-thiobenzamide), ClCC(=O)CCl (1,3-dichloroacetone), [I-].[K+] (potassium iodide). The product is C(C)OC(C(CC1=CC(=C(C=C1)OCC=1N=C(SC1)C1=CC=C(C=C1)C)F)OCC)=O ([rac]-2-ethoxy-3-[3-fluoro-4-(2-p-tolyl-thiazol-4-ylmethoxy)-phenyl]-propionic acid ethyl ester). As a reaction SMILES: [CH2:1]([O:3][C:4](=[O:18])[CH:5]([O:15][CH2:16][CH3:17])[CH2:6][C:7]1[CH:12]=[CH:11][C:10]([OH:13])=[C:9]([F:14])[CH:8]=1)[CH3:2].Cl[CH2:20][C:21]1[N:22]=[C:23]([C:26]2[CH:31]=[CH:30][C:29]([CH3:32])=[CH:28][CH:27]=2)[S:24][CH:25]=1.CC1C=CC=CC=1C(N)=S.ClCC(CCl)=O.C(=O)([O-])[O-].[Cs+].[Cs+].[I-].[K+]>>[CH2:1]([O:3][C:4](=[O:18])[CH:5]([O:15][CH2:16][CH3:17])[CH2:6][C:7]1[CH:12]=[CH:11][C:10]([O:13][CH2:20][C:21]2[N:22]=[C:23]([C:26]3[CH:31]=[CH:30][C:29]([CH3:32])=[CH:28][CH:27]=3)[S:24][CH:25]=2)=[C:9]([F:14])[CH:8]=1)[CH3:2] |f:4.5.6,7.8|. Reported procedure: In analogy to the procedure described in example 14 b], [rac]-2-ethoxy-3-(3-fluoro-4-hydroxy-phenyl)-propionic acid ethyl ester (example 7 a]) was reacted with 4-chloromethyl-2-p-tolyl-thiazole (prepared from 4 methyl-thiobenzamide and 1,3-dichloroacetone in analogy to the procedure described in example 4 a]) in the presence of cesium carbonate and potassium iodide to yield [rac]-2-ethoxy-3-[3-fluoro-4-(2-p-tolyl-thiazol-4-ylmethoxy)-phenyl]-propionic acid ethyl ester, which was further saponifi...